From a dataset of the Open Reaction Database (ORD), a public repository of structured organic reaction records. describe an organic reaction: reactants, conditions, products, and yield Starting materials: COC(CCN1C(NC2=C1C=CC=C2)=O)=O (3-(2-oxo-2,3-dihydro-benzimidazol-1-yl)-propionic acid methyl ester), C(C)(C)(C)[Si](OC=1C=C2C=CC=C(C2=CC1)CO)(C)C ([6-(tert-butyl-dimethyl-silanyloxy)-naphthalen-1-yl]-methanol), C1(=CC=CC=C1)P(C1=CC=CC=C1)C1=CC=CC=C1 (triphenylphosphine), CC(C)OC(=O)/N=N/C(=O)OC(C)C (DIAD). Run in C1CCOC1 (THF). Product: COC(CCN1C(N(C2=C1C=CC=C2)CC2=CC=CC1=CC(=CC=C21)O[Si](C)(C)C(C)(C)C)=O)=O (3-{3-[6-(tert-Butyl-dimethyl-silanyloxy)-naphthalen-1-ylmethyl]-2-oxo-2,3-dihydro-benzimidazol-1-yl}-propionic acid methyl ester). Yield: 59.7%. RXN SMILES: [CH3:1][O:2][C:3](=[O:16])[CH2:4][CH2:5][N:6]1[C:10]2[CH:11]=[CH:12][CH:13]=[CH:14][C:9]=2[NH:8][C:7]1=[O:15].[C:17]([Si:21]([CH3:36])([CH3:35])[O:22][C:23]1[CH:24]=[C:25]2[C:30](=[CH:31][CH:32]=1)[C:29]([CH2:33]O)=[CH:28][CH:27]=[CH:26]2)([CH3:20])([CH3:19])[CH3:18].C1(P(C2C=CC=CC=2)C2C=CC=CC=2)C=CC=CC=1.CC(OC(/N=N/C(OC(C)C)=O)=O)C>C1COCC1>[CH3:1][O:2][C:3](=[O:16])[CH2:4][CH2:5][N:6]1[C:10]2[CH:11]=[CH:12][CH:13]=[CH:14][C:9]=2[N:8]([CH2:33][C:29]2[C:30]3[C:25](=[CH:24][C:23]([O:22][Si:21]([C:17]([CH3:20])([CH3:19])[CH3:18])([CH3:36])[CH3:35])=[CH:32][CH:31]=3)[CH:26]=[CH:27][CH:28]=2)[C:7]1=[O:15]. Procedure details: To a stirred solution of 3-(2-oxo-2,3-dihydro-benzimidazol-1-yl)-propionic acid methyl ester (180 mg, 0.82 mmol) in THF (12 ml) was added [6-(tert-butyl-dimethyl-silanyloxy)-naphthalen-1-yl]-methanol (283 mg, 0.98 mmol) and triphenylphosphine (257 mg, 0.98 mmol). The DIAD (0.20 ml, 0.98 mmol) was then introduced in a dropwise manner and the resulting mixture was stirred at ambient temperature over night. Silica gel was added and the reaction mixture was concentrated to dryness. The resulting sol...